From a dataset of the Open Reaction Database (ORD), a public repository of structured organic reaction records. describe an organic reaction: reactants, conditions, products, and yield Starting materials: [SH-].[Na+] (sodium hydrosulfide), [N+](=O)([O-])C1=C(C=CC(=C1)[N+](=O)[O-])Cl (2,4-dinitrochlorobenzene). The product is NC1=C(C=CC(=C1)N)S (2,4-diaminothiophenol), [N+](=O)([O-])C1=C(C=CC(=C1)[N+](=O)[O-])S (2,4-dinitrophenylmercaptan). RXN SMILES: [SH-:1].[Na+].[N+:3]([C:6]1[CH:11]=[C:10]([N+:12]([O-:14])=[O:13])[CH:9]=[CH:8][C:7]=1Cl)([O-:5])=[O:4]>>[NH2:3][C:6]1[CH:11]=[C:10]([NH2:12])[CH:9]=[CH:8][C:7]=1[SH:1].[N+:3]([C:6]1[CH:11]=[C:10]([N+:12]([O-:14])=[O:13])[CH:9]=[CH:8][C:7]=1[SH:1])([O-:5])=[O:4] |f:0.1|. Reported procedure: Employing standard chemical reactions, the 2,4-diaminothiophenol was prepared by first reacting sodium hydrosulfide with 2,4-dinitrochlorobenzene to produce 2,4-dinitrophenylmercaptan. The 2,4-dinitrophenylmercaptan was reduced with zinc and hydrochloric acid to produce 2,4-diamino-thiophenol. Starting materials: COC(Cl)Cl, COc1cccc2c1N(C)C(=O)CC2, [Cl-], [Cl-], [Cl-], [Cl-], ClCCl, O, [Ti+4]. The product is COc1ccc(C=O)c2c1N(C)C(=O)CC2. RXN SMILES: [CH3:15][O:16][CH:17]([Cl:18])[Cl:19].[CH3:1][O:2][c:3]1[cH:4][cH:5][cH:6][c:7]2[c:12]1[N:11]([CH3:13])[C:10](=[O:14])[CH2:9][CH2:8]2.[Cl-:24].[Cl-:25].[Cl-:26].[Cl-:27].[Cl:21][CH2:22][Cl:23].[OH2:20].[Ti+4:28]>>[CH3:1][O:2][c:3]1[cH:4][cH:5][c:6]([CH:15]=[O:16])[c:7]2[c:12]1[N:11]([CH3:13])[C:10](=[O:14])[CH2:9][CH2:8]2. Reactants: C(C)(=O)O[C@H]1[C@@H](O[C@@H]([C@@H]([C@@H]1OC(C)=O)OC(C)=O)COC(C)=O)OC1=NNC(=C1CC1=CC=C(C=C1)\C=C\CC(=O)O)C(C)C (3-(2,3,4,6-tetra-O-acetyl-β-D-galactopyranosyloxy)-4-({4-[(1E)-3-carboxyprop-1-enyl]-phenyl}methyl)-5-isopropyl-1H-pyrazole), NC(CO)(CO)C (2-amino-2-methyl-1,3-propanediol), Cl.NCC(=O)N (glycinamide hydrochloride). The product is [C@@H]1([C@H](O)[C@@H](O)[C@@H](O)[C@H](O1)CO)OC1=NNC(=C1CC1=CC=C(C=C1)CCCC(N(C(CO)C)CO)=O)C(C)C (3-(β-D-Galactopyranosyloxy)-4-[(4-{3-[2-hydroxy-1-hydroxy-methyl-1-(methyl)ethylcarbamoyl]propyl}phenyl)methyl]-5-isopropyl-1H-pyrazole). RXN SMILES: C([O:4][C@@H:5]1[C@@H:10]([O:11]C(=O)C)[C@@H:9]([O:15]C(=O)C)[C@@H:8]([CH2:19][O:20]C(=O)C)[O:7][C@H:6]1[O:24][C:25]1[C:29]([CH2:30][C:31]2[CH:36]=[CH:35][C:34](/[CH:37]=[CH:38]/[CH2:39][C:40]([OH:42])=O)=[CH:33][CH:32]=2)=[C:28]([CH:43]([CH3:45])[CH3:44])[NH:27][N:26]=1)(=O)C.[NH2:46][C:47]([CH3:52])([CH2:50][OH:51])CO.Cl.NC[C:56](N)=[O:57]>>[C@@H:6]1([O:24][C:25]2[C:29]([CH2:30][C:31]3[CH:36]=[CH:35][C:34]([CH2:37][CH2:38][CH2:39][C:40](=[O:42])[N:46]([CH2:56][OH:57])[CH:47]([CH3:52])[CH2:50][OH:51])=[CH:33][CH:32]=3)=[C:28]([CH:43]([CH3:45])[CH3:44])[NH:27][N:26]=2)[O:7][C@H:8]([CH2:19][OH:20])[C@H:9]([OH:15])[C@H:10]([OH:11])[C@H:5]1[OH:4] |f:2.3|. Procedure details: The title compound was prepared in a similar manner to that described in Example 1 using 3-(2,3,4,6-tetra-O-acetyl-β-D-galactopyranosyloxy)-4-({4-[(1E)-3-carboxyprop-1-enyl]-phenyl}methyl)-5-isopropyl-1H-pyrazole and 2-amino-2-methyl-1,3-propanediol instead of 3-(2,3,4,6-tetra-O-acetyl-β-D-glucopyranosyloxy)-4-({4-[(1E)-3-carboxyprop-1-enyl]-phenyl}methyl)-5-isopropyl-1H-pyrazole and glycinamide hydrochloride, respectively. Starting materials: C(C1=CC=CC=C1)OC1=CC=C(C=2OCCOC21)N (5-benzyloxy-8-amino-1,4-benzodioxane), C(CC)(=O)Cl (propionyl chloride). Solvent: C(Cl)(Cl)Cl (chloroform), C(C)N(CC)CC (triethylamine). Reaction conditions: time 17 hour. The product is C(C1=CC=CC=C1)OC1=CC=C(C=2OCCOC21)NC(CC)=O (5-benzyloxy-8-propionamido-1,4-benzodioxane). RXN SMILES: [CH2:1]([O:8][C:9]1[C:18]2[O:17][CH2:16][CH2:15][O:14][C:13]=2[C:12]([NH2:19])=[CH:11][CH:10]=1)[C:2]1[CH:7]=[CH:6][CH:5]=[CH:4][CH:3]=1.[C:20](Cl)(=[O:23])[CH2:21][CH3:22]>C(Cl)(Cl)Cl.C(N(CC)CC)C>[CH2:1]([O:8][C:9]1[C:18]2[O:17][CH2:16][CH2:15][O:14][C:13]=2[C:12]([NH:19][C:20](=[O:23])[CH2:21][CH3:22])=[CH:11][CH:10]=1)[C:2]1[CH:3]=[CH:4][CH:5]=[CH:6][CH:7]=1. Procedure: To a solution of 30 g of 5-benzyloxy-8-amino-1,4-benzodioxane (XX); code number 760 727, in 250 ml of chloroform and 21.3 ml of triethylamine, cooled to 0° C., 12.1 cm3 of propionyl chloride were slowly added. Then, it was stirred for 17 hours, washed with a solution of diluted hydrochloric acid, with water, with an aqueous solution of sodium bicarbonate, then with water, the organic phase was evaporated and the residue recrystallized in ethyl acetate. Starting materials: CC(C)(C)[O-], Fc1ccc(-n2ncnc2-c2cc3c(s2)-c2nc(Cl)ccc2OCC3)c(F)c1, CC(=O)[O-], CC(=O)[O-], NC1CCOCC1, C1COCCO1, [Pd+2]. Yields the product Fc1ccc(-n2ncnc2-c2cc3c(s2)-c2nc(NC4CCOCC4)ccc2OCC3)c(F)c1. RXN SMILES: [CH3:36][C:37]([CH3:38])([O-:39])[CH3:40].[Cl:1][c:2]1[cH:3][cH:4][c:5]2[c:6]([n:28]1)-[c:7]1[s:8][c:9](-[c:15]3[n:16](-[c:20]4[c:21]([F:27])[cH:22][c:23]([F:26])[cH:24][cH:25]4)[n:17][cH:18][n:19]3)[cH:10][c:11]1[CH2:12][CH2:13][O:14]2.[O-:48][C:49]([CH3:50])=[O:51].[O-:52][C:53]([CH3:54])=[O:55].[O:29]1[CH2:30][CH2:31][CH:32]([NH2:35])[CH2:33][CH2:34]1.[O:41]1[CH2:42][CH2:43][O:44][CH2:45][CH2:46]1.[Pd+2:47]>>[c:2]1([NH:35][CH:32]2[CH2:31][CH2:30][O:29][CH2:34][CH2:33]2)[cH:3][cH:4][c:5]2[c:6]([n:28]1)-[c:7]1[s:8][c:9](-[c:15]3[n:16](-[c:20]4[c:21]([F:27])[cH:22][c:23]([F:26])[cH:24][cH:25]4)[n:17][cH:18][n:19]3)[cH:10][c:11]1[CH2:12][CH2:13][O:14]2. Starting materials: N1C=C(C2=CC=CC=C12)C=1CCN(CC1)CCCN1S(C=2C3=C1C=CC=C3C=CC2)(=O)=O (2-{3-[4-(3-indolyl)-1,2,3,6-tetrahydro-1-pyridyl]propyl}naphtho[1,8-cd]isothiazole 1,1-dioxide), [H-].[Na+] (sodium hydride), C(C)(=O)Cl (acetyl chloride). The solvent is CN(C=O)C (dimethylformamide), O1CCOCC1 (dioxane). Conditions: temperature 20 celsius, time 15 hour. Product: C(C)(=O)N1C=C(C2=CC=CC=C12)C=1CCN(CC1)CCCN1S(C=2C3=C1C=CC=C3C=CC2)(=O)=O (2-{3-[4-(1-acetyl-3-indolyl)-1,2,3,6-tetrahydro-1-pyridyl]propyl}naphtho[1,8cd]isothiazole 1,1-dioxide). Reaction SMILES: [NH:1]1[C:9]2[C:4](=[CH:5][CH:6]=[CH:7][CH:8]=2)[C:3]([C:10]2[CH2:11][CH2:12][N:13]([CH2:16][CH2:17][CH2:18][N:19]3[C:23]4[CH:24]=[CH:25][CH:26]=[C:27]5[CH:28]=[CH:29][CH:30]=[C:21]([C:22]=45)[S:20]3(=[O:32])=[O:31])[CH2:14][CH:15]=2)=[CH:2]1.[H-].[Na+].[C:35](Cl)(=[O:37])[CH3:36]>CN(C)C=O.O1CCOCC1>[C:35]([N:1]1[C:9]2[C:4](=[CH:5][CH:6]=[CH:7][CH:8]=2)[C:3]([C:10]2[CH2:15][CH2:14][N:13]([CH2:16][CH2:17][CH2:18][N:19]3[C:23]4[CH:24]=[CH:25][CH:26]=[C:27]5[CH:28]=[CH:29][CH:30]=[C:21]([C:22]=45)[S:20]3(=[O:32])=[O:31])[CH2:12][CH:11]=2)=[CH:2]1)(=[O:37])[CH3:36] |f:1.2|. Reported procedure: The experiment is carried out as in Example 44, starting with 2-{3-[4-(3-indolyl)-1,2,3,6-tetrahydro-1-pyridyl]propyl}naphtho[1,8-cd]isothiazole 1,1-dioxide (11 g) in dimethylformamide (150 cc), acetyl chloride (1.95 cc) in dioxane (50 cc) and sodium hydride (1.3 g as a 50% dispersion in vaseline oil). The mixture is stirred for 15 hours at a temperature of about 20° C. After purification by flash-chromatography on a silica column, under a current of argon at medium pressure (0.5-1.5 bar), first... Reactants: C(O)([O-])=O.[Na+] (sodium hydrogen carbonate), C(OCC)(=O)Cl (ethyl chlorocarbonate), ClC=1C=C(C2=C(NC(C(O2)C)=O)C1)C(=O)O (6-chloro-3,4-dihydro-2-methyl-3-oxo-2H-1,4-benzoxazine-8-carboxylic acid), resultant mixture, NC1CC2CCC(C1)N2C (3-amino-8-methyl-8-azabicyclo[3.2.1]octane). Run in C(C)(=O)OCC (ethyl acetate), C(C)N(CC)CC (triethylamine), O1CCCC1 (tetrahydrofuran), CN(C=O)C (dimethylformamide). The product is Cl.ClC=1C=C(C2=C(NC(C(O2)C)=O)C1)C(=O)NC1CC2CCC(C1)N2C (6-chloro-3,4-dihydro-2-methyl-N-(8-methyl-8-azabicyclo[3.2.1]oct-3-yl)-3-oxo-2H-1,4-benzoxazine-8-carboxamide hydrochloride). Reaction SMILES: [Cl:1][C:2]1[CH:3]=[C:4]([C:14]([OH:16])=O)[C:5]2[O:10][CH:9]([CH3:11])[C:8](=[O:12])[NH:7][C:6]=2[CH:13]=1.C(Cl)(=O)OCC.[NH2:23][CH:24]1[CH2:30][CH:29]2[N:31]([CH3:32])[CH:26]([CH2:27][CH2:28]2)[CH2:25]1.C(=O)([O-])O.[Na+]>O1CCCC1.CN(C)C=O.C(OCC)(=O)C.C(N(CC)CC)C>[ClH:1].[Cl:1][C:2]1[CH:3]=[C:4]([C:14]([NH:23][CH:24]2[CH2:25][CH:26]3[N:31]([CH3:32])[CH:29]([CH2:28][CH2:27]3)[CH2:30]2)=[O:16])[C:5]2[O:10][CH:9]([CH3:11])[C:8](=[O:12])[NH:7][C:6]=2[CH:13]=1 |f:3.4,9.10|. Reported procedure: A solution of 4.8 g of 6-chloro-3,4-dihydro-2-methyl-3-oxo-2H-1,4-benzoxazine-8-carboxylic acid in 100 ml of tetrahydrofuran and 10 ml of dimethylformamide is cooled to below 0° C. and 5 ml of triethylamine is added under stirring thereto. Further, 2.5 g of ethyl chlorocarbonate is added and the mixture is stirred at room temperature for 45 minutes. To the resultant mixture is added 3.0 g of 3-amino-8-methyl-8-azabicyclo[3.2.1]octane and the mixture stirred for 4 hours. After completion of the r... The reactants are Cl (hydrochloric acid), C(C1=CC=CC=C1)(=O)N1CC(OCC1)(CCOS(=O)(=O)C)C1=CC(=C(C=C1)Cl)Cl (4-Benzoyl-2-(3,4-dichlorophenyl)-2-[2-(methanesulfonyloxy)ethyl]morpholine), C1(=CC=CC=C1)S(=O)(=O)O.C1(=CC=CC=C1)C1(CCNCC1)C(=O)NN1CCCC1 (4-phenyl-4-(pyrrolidin-1-ylaminocarbonyl)piperidine benzenesulfonate), C(=O)([O-])[O-].[K+].[K+] (K2CO3). Solvent: CCOCC (ether), C(C)#N (acetonitrile), CN(C)C=O (DMF), CC(=O)C (acetone), O (water). Run at temperature 100 celsius. The product is O.O.Cl.Cl.C(C1=CC=CC=C1)(=O)N1CC(OCC1)(CCN1CCC(CC1)(C(=O)NN1CCCC1)C1=CC=CC=C1)C1=CC(=C(C=C1)Cl)Cl (4-Benzoyl-2-(3,4-dichlorophenyl)-2-[2-[4-phenyl-4-(pyrrolidin-1-ylaminocarbonyl)piperid-1-yl]-ethyl]morpholine dihydrochloride dihydrate). RXN SMILES: [C:1]([N:9]1[CH2:14][CH2:13][O:12][C:11]([C:22]2[CH:27]=[CH:26][C:25]([Cl:28])=[C:24]([Cl:29])[CH:23]=2)([CH2:15][CH2:16]OS(C)(=O)=O)[CH2:10]1)(=[O:8])[C:2]1[CH:7]=[CH:6][CH:5]=[CH:4][CH:3]=1.C1(S(O)(=O)=[O:37])C=CC=CC=1.[C:40]1([C:46]2([C:52]([NH:54][N:55]3[CH2:59][CH2:58][CH2:57][CH2:56]3)=[O:53])[CH2:51][CH2:50][NH:49][CH2:48][CH2:47]2)[CH:45]=[CH:44][CH:43]=[CH:42][CH:41]=1.C([O-])([O-])=O.[K+].[K+].[ClH:66]>C(#N)C.CN(C=O)C.CC(C)=O.CCOCC.O>[OH2:8].[OH2:37].[ClH:28].[ClH:66].[C:1]([N:9]1[CH2:14][CH2:13][O:12][C:11]([C:22]2[CH:27]=[CH:26][C:25]([Cl:28])=[C:24]([Cl:29])[CH:23]=2)([CH2:15][CH2:16][N:49]2[CH2:50][CH2:51][C:46]([C:40]3[CH:41]=[CH:42][CH:43]=[CH:44][CH:45]=3)([C:52]([NH:54][N:55]3[CH2:59][CH2:58][CH2:57][CH2:56]3)=[O:53])[CH2:47][CH2:48]2)[CH2:10]1)(=[O:8])[C:2]1[CH:3]=[CH:4][CH:5]=[CH:6][CH:7]=1 |f:1.2,3.4.5,12.13.14.15.16|. Procedure: A mixture of 1.3 g of the compound obtained in step C of EXAMPLE 43, 1.46 g of 4-phenyl-4-(pyrrolidin-1-ylaminocarbonyl)piperidine benzenesulfonate and 1.17 g of K2CO3 in 5 ml of acetonitrile and 5 ml of DMF is heated at 100° C. for 4 hours. After cooling to RT, the reaction mixture is poured into water and extracted with AcOEt, the organic phase is washed twice with water and with saturated NaCl solution and dried over MgSO4 and the solvent is evaporated off under vacuum. The residue is chromat...